Dataset: the Open Reaction Database (ORD), a public repository of structured organic reaction records. Task: describe an organic reaction: reactants, conditions, products, and yield Starting materials: NC=1SC=CN1 (2-aminothiazole), C(C#C)(=O)OCC (ethyl propiolate). Run in ClCCl (dichloromethane), CN(C=O)C (dimethylformamide). The product is S1C(=NC=C1)N/C=C/C(=O)OCC (trans-Ethyl 3-((Thiazol-2-yl]-amino)-2-propenoate). Isolated yield 51.0%. Reaction SMILES: [NH2:1][C:2]1[S:3][CH:4]=[CH:5][N:6]=1.[C:7]([O:11][CH2:12][CH3:13])(=[O:10])[C:8]#[CH:9]>ClCCl.CN(C)C=O>[S:3]1[CH:4]=[CH:5][N:6]=[C:2]1[NH:1]/[CH:9]=[CH:8]/[C:7]([O:11][CH2:12][CH3:13])=[O:10]. Procedure details: A solution of 2.3 g of 2-aminothiazole and 1.55 ml of ethyl propiolate in 10 ml of dichloromethane and 5 ml of dimethylformamide was stirred at ambient temperature for 3 days. The resulting mixture was filtered, and the filtrate was concentrated in vacuo. The residue was chromatographed on silica gel using first 20% then 40% ethyl acetate in hexane to provide 1.54 g (51%) of the desired compound. 1H NMR (CDCl3) δ 1.30 (t, J=7 Hz, 3H), 4.22 (q, J=7 Hz, 2H), 5.79 (d, J=15 Hz, 1H), 6.03 (d, J=5 Hz,... Starting materials: [Al], S=C=S, CCCCCC, ClC(Cl)C[Si](Cl)(Cl)Cl, c1ccc(-c2cccc(-c3ccccc3)c2)cc1. Product: Cl[Si](Cl)(Cl)CC1c2ccccc2-c2cc(-c3ccccc3)ccc21. As a reaction SMILES: [Al:19].[C:28](=[S:29])=[S:30].[CH3:31][CH2:32][CH2:33][CH2:34][CH2:35][CH3:36].[Cl:20][CH:21]([CH2:22][Si:23]([Cl:24])([Cl:25])[Cl:26])[Cl:27].[c:1]1(-[c:7]2[cH:8][c:9](-[c:13]3[cH:14][cH:15][cH:16][cH:17][cH:18]3)[cH:10][cH:11][cH:12]2)[cH:2][cH:3][cH:4][cH:5][cH:6]1>>[c:1]12[c:2]([cH:3][cH:4][cH:5][cH:6]1)[CH:21]([CH2:22][Si:23]([Cl:24])([Cl:25])[Cl:26])[c:12]1[c:7]-2[cH:8][c:9](-[c:13]2[cH:14][cH:15][cH:16][cH:17][cH:18]2)[cH:10][cH:11]1. Starting materials: CCNCC, C=CS(=O)(=O)Nc1ccc(B2OC(C)(C)C(C)(C)O2)cc1, CO, ClCCl. Product: CCN(CC)CCS(=O)(=O)Nc1ccc(B2OC(C)(C)C(C)(C)O2)cc1. As a reaction SMILES: [CH2:22]([CH3:23])[NH:24][CH2:25][CH3:26].[CH3:1][C:2]1([CH3:21])[O:3][B:4]([c:9]2[cH:10][cH:11][c:12]([NH:15][S:16](=[O:17])(=[O:18])[CH:19]=[CH2:20])[cH:13][cH:14]2)[O:5][C:6]1([CH3:7])[CH3:8].[CH3:30][OH:31].[Cl:27][CH2:28][Cl:29]>>[CH3:1][C:2]1([CH3:21])[O:3][B:4]([c:9]2[cH:10][cH:11][c:12]([NH:15][S:16](=[O:17])(=[O:18])[CH2:19][CH2:20][N:24]([CH2:22][CH3:23])[CH2:25][CH3:26])[cH:13][cH:14]2)[O:5][C:6]1([CH3:7])[CH3:8]. Run in [N+](=O)([O-])C (nitromethane). Run at time 8 hour. Reported procedure: To a one necked round bottom flask 2,6-dimethylphenol (13.88 g, 113.6 mmol), 2,5-dichloro-dimethylhexane were added followed by 460 mL of nitromethane. A clear light yellow solution was cooled in a water bath. Aluminum chloride (15.2 g, 113.9 mmol) was added in small portions into the flask. The reaction mixture changed color from pale yellow to green then brown during the addition of aluminum chloride. The reaction was stirred overnight at room temperature and quenched with water. The content w... Starting materials: [Cl-].[Al+3].[Cl-].[Cl-] (aluminum chloride), CC1=C(C(=CC=C1)C)O (2,6-dimethylphenol), ClC(C)(CCC(C)(Cl)C)C (2,5-dichloro-dimethylhexane), [Cl-].[Al+3].[Cl-].[Cl-] (Aluminum chloride). The product is CC1=C(C(=CC=2C(CCC(C12)(C)C)(C)C)C)O (1,3,5,5,8,8-hexamethyl-5,6,7,8-tetrahydronaphthalen-2-ol). As a reaction SMILES: [CH3:1][C:2]1[CH:7]=[CH:6][CH:5]=[C:4]([CH3:8])[C:3]=1[OH:9].Cl[C:11]([CH3:19])([CH2:13][CH2:14][C:15]([CH3:18])(Cl)[CH3:16])[CH3:12].[Cl-].[Al+3].[Cl-].[Cl-]>[N+](C)([O-])=O>[CH3:1][C:2]1[C:7]2[C:15]([CH3:18])([CH3:16])[CH2:14][CH2:13][C:11]([CH3:19])([CH3:12])[C:6]=2[CH:5]=[C:4]([CH3:8])[C:3]=1[OH:9] |f:2.3.4.5|. Starting materials: CC(C)(C)OC(=O)N1CCC(=Cc2ccc(Cl)c(Oc3ccc(C(F)(F)F)cn3)c2)CC1, ClCCl, O=C(O)C(F)(F)F. Product: FC(F)(F)c1ccc(Oc2cc(C=C3CCNCC3)ccc2Cl)nc1. As a reaction SMILES: [Cl:1][c:2]1[c:3]([O:22][c:23]2[n:24][cH:25][c:26]([C:29]([F:30])([F:31])[F:32])[cH:27][cH:28]2)[cH:4][c:5]([CH:6]=[C:7]2[CH2:8][CH2:9][N:10]([C:13]([O:14][C:15]([CH3:16])([CH3:17])[CH3:18])=[O:19])[CH2:11][CH2:12]2)[cH:20][cH:21]1.[Cl:40][CH2:41][Cl:42].[F:33][C:34]([F:35])([F:36])[C:37]([OH:38])=[O:39]>>[Cl:1][c:2]1[c:3]([O:22][c:23]2[n:24][cH:25][c:26]([C:29]([F:30])([F:31])[F:32])[cH:27][cH:28]2)[cH:4][c:5]([CH:6]=[C:7]2[CH2:8][CH2:9][NH:10][CH2:11][CH2:12]2)[cH:20][cH:21]1. The reactants are Cl.CN(C1=C(CSC2=NC3=CC=CC=C3N=C2C)C=CC=C1)C (2-(2-dimethylaminobenzylthio)-3-methylquinoxaline hydrochloride), ClC1=CC(=CC=C1)C(=O)OO (m-chloroperbenzoic acid), C(=O)(O)[O-].[Na+] (NaHCO3). Solvent: C(Cl)(Cl)Cl (chloroform), CO (methanol), C(Cl)(Cl)Cl (chloroform). The product is CN(C1=C(CS(=O)C2=NC3=CC=CC=C3N=C2C)C=CC=C1)C (2-(2-dimethylaminobenzylsulfinyl)-3-methylquinoxaline). Isolated yield 31.3%. Reaction SMILES: Cl.[CH3:2][N:3]([CH3:23])[C:4]1[CH:22]=[CH:21][CH:20]=[CH:19][C:5]=1[CH2:6][S:7][C:8]1[C:17]([CH3:18])=[N:16][C:15]2[C:10](=[CH:11][CH:12]=[CH:13][CH:14]=2)[N:9]=1.ClC1C=CC=C(C(OO)=[O:32])C=1.C([O-])(O)=O.[Na+]>C(Cl)(Cl)Cl.CO>[CH3:23][N:3]([CH3:2])[C:4]1[CH:22]=[CH:21][CH:20]=[CH:19][C:5]=1[CH2:6][S:7]([C:8]1[C:17]([CH3:18])=[N:16][C:15]2[C:10](=[CH:11][CH:12]=[CH:13][CH:14]=2)[N:9]=1)=[O:32] |f:0.1,3.4|. Procedure details: In a mixture of 10 ml of chloroform and 10 ml of methanol was dissolved 1.73 g of 2-(2-dimethylaminobenzylthio)-3-methylquinoxaline hydrochloride. To the chilled solution kept at a temperature of lower than 0° C. (temperature of solution) was portionwise added 1.14 g of m-chloroperbenzoic acid (purity: 80%). After the reaction was complete, chloroform and saturated aqueous NaHCO3 solution were added to the reaction mixture. The organic layer was separated and dried over sodium sulfate. The sodiu... The reactants are C(C)(=O)C#CC1=CC=CC=C1 (acetylphenyl-acetylene), C[Si](C)(C)N=[N+]=[N-] (trimethylsilyl azide). Run in CCOCC (ether). Reaction conditions: temperature 140 celsius. Yields the product C(C)(=O)C=1N=NNC1C1=CC=CC=C1 (4-acetyl-5-phenyltriazole). The yield is 28.0%. Reaction SMILES: [C:1]([C:4]#[C:5][C:6]1[CH:11]=[CH:10][CH:9]=[CH:8][CH:7]=1)(=[O:3])[CH3:2].C[Si]([N:16]=[N+:17]=[N-:18])(C)C>CCOCC>[C:1]([C:4]1[N:16]=[N:17][NH:18][C:5]=1[C:6]1[CH:11]=[CH:10][CH:9]=[CH:8][CH:7]=1)(=[O:3])[CH3:2]. Reported procedure: A mixture of 30 g (0.21 mole) of acetylphenyl-acetylene and 24 g (0.21 mole) of trimethylsilyl azide was heated at 140°C for 24 hours. It was then cooled, dissolved in ether, and extracted with dilute sodium hydroxide. This aqueous layer was separated and made acidic with dilute HCl. The precipitate was recrystallized from benzene-petroleum ether to give 11 g (28%) of 4-acetyl-5-phenyltriazole, m.p. 117°-118°C.